From a dataset of the Open Reaction Database (ORD), a public repository of structured organic reaction records. describe an organic reaction: reactants, conditions, products, and yield The reactants are C1(=CC=CC=C1)S(=O)(=O)C1C2CCC(C(C1)(N2CC2=CC=CC=C2)C2=CC=CC=C2)NOC (N-(6-Benzenesulfonyl-8-benzyl-1-phenyl-8-aza-bicyclo[3.2.1]oct-2-yl)-O-methyl-hydroxylamine), [Na] (sodium). Run in C1CCOC1 (THF). Conditions: temperature -78 celsius, time 30 minute. Yields the product C(C1=CC=CC=C1)N1C2(C(CCC1CC2)N)C2=CC=CC=C2 (8-Benzyl-1-phenyl-8-aza-bicyclo[3.2.1]oct-2-ylamine). Yield: 69.4%. RXN SMILES: C1(S([CH:10]2[CH2:16][C:15]3([C:25]4[CH:30]=[CH:29][CH:28]=[CH:27][CH:26]=4)[N:17]([CH2:18][C:19]4[CH:24]=[CH:23][CH:22]=[CH:21][CH:20]=4)[CH:11]2[CH2:12][CH2:13][CH:14]3[NH:31]OC)(=O)=O)C=CC=CC=1.[Na]>C1COCC1>[CH2:18]([N:17]1[CH:11]2[CH2:10][CH2:16][C:15]1([C:25]1[CH:30]=[CH:29][CH:28]=[CH:27][CH:26]=1)[CH:14]([NH2:31])[CH2:13][CH2:12]2)[C:19]1[CH:20]=[CH:21][CH:22]=[CH:23][CH:24]=1 |^1:33|. Procedure details: A flame dried 3/N round bottom flask equipped with an NH3 (g) inlet, dry ice condenser and magnetic stir bar was cooled to −78° C. and ammonia gas was introduced. A solution of 464 mg (1.0 mmol) of the N-(6-Benzenesulfonyl-8-benzyl-1-phenyl-8-aza-bicyclo[3.2.1]oct-2-yl)-O-methyl-hydroxylamine in 10 ml of THF was added followed by 323 mg (14.05 mmol) sodium metal portionwise. A deep blue color was evident and the reaction mixture was stirred at −78° C. for 30 min. The reaction was quenched by the... The reactants are CCOC(=O)c1csc(C2CCN(C(=O)Cn3nc(C(F)(F)F)cc3C)CC2)n1, CO, Cl, [Na+], [OH-]. The product is Cc1cc(C(F)(F)F)nn1CC(=O)N1CCC(c2nc(C(=O)O)cs2)CC1. Reaction SMILES: [CH2:1]([CH3:2])[O:3][C:4](=[O:5])[c:6]1[n:7][c:8]([CH:11]2[CH2:12][CH2:13][N:14]([C:17]([CH2:18][n:19]3[n:20][c:21]([C:25]([F:26])([F:27])[F:28])[cH:22][c:23]3[CH3:24])=[O:29])[CH2:15][CH2:16]2)[s:9][cH:10]1.[CH3:33][OH:34].[ClH:32].[Na+:31].[OH-:30]>>[O:3]=[C:4]([OH:5])[c:6]1[n:7][c:8]([CH:11]2[CH2:12][CH2:13][N:14]([C:17]([CH2:18][n:19]3[n:20][c:21]([C:25]([F:26])([F:27])[F:28])[cH:22][c:23]3[CH3:24])=[O:29])[CH2:15][CH2:16]2)[s:9][cH:10]1.